This data is from the Open Reaction Database (ORD), a public repository of structured organic reaction records. The task is: describe an organic reaction: reactants, conditions, products, and yield The reactants are C[C@](C(=O)NOC1OCCCC1)(CCN1N=CC(=C1)C1=CC=CC=C1)S(=O)(=O)C ((2R)-2-methyl-2-(methylsulfonyl)-4-(4-phenyl-1H-pyrazol-1-yl)-N-(tetrahydro-2H-pyran-2-yloxy)butanamide), Cl (HCl). Run in C1CCOC1 (THF). Run at time 8 hour. The product is ONC([C@@](CCN1N=CC(=C1)C1=CC=CC=C1)(S(=O)(=O)C)C)=O ((2R)—N-hydroxy-2-methyl-2-(methylsulfonyl)-4-(4-phenyl-1H-pyrazol-1-yl)butanamide). The yield is 90.9%. RXN SMILES: [CH3:1][C@@:2]([S:26]([CH3:29])(=[O:28])=[O:27])([CH2:13][CH2:14][N:15]1[CH:19]=[C:18]([C:20]2[CH:25]=[CH:24][CH:23]=[CH:22][CH:21]=2)[CH:17]=[N:16]1)[C:3]([NH:5][O:6]C1CCCCO1)=[O:4].Cl>C1COCC1>[OH:6][NH:5][C:3](=[O:4])[C@:2]([CH3:1])([S:26]([CH3:29])(=[O:28])=[O:27])[CH2:13][CH2:14][N:15]1[CH:19]=[C:18]([C:20]2[CH:25]=[CH:24][CH:23]=[CH:22][CH:21]=2)[CH:17]=[N:16]1. Procedure details: To a solution of (2R)-2-methyl-2-(methylsulfonyl)-4-(4-phenyl-1H-pyrazol-1-yl)-N-(tetrahydro-2H-pyran-2-yloxy)butanamide (0.685 g, 1.62 mmol, 1 eq) in THF (20 mL) was added HCl (4M aq. sol.) and the reaction was allowed to stir at RT overnight. The reaction mixture was concentrated and azeotroped with MeOH to remove water to give (2R)—N-hydroxy-2-methyl-2-(methylsulfonyl)-4-(4-phenyl-1H-pyrazol-1-yl)butanamide (497 mg, 91% yield) as a white solid. 1H NMR (400 MHz, DMSO-d6) δ 10.85-10.73 (m, 1H),... Starting materials: Example 1 ( 4 ), C(C)C=1OC(=CC1C(CC(C)C)OC1=CC=C(C(=O)O)C=C1)C1=CC=C(C=C1)C(F)(F)F (4-(1-{2-ethyl-5-[4-(trifluoromethyl)phenyl]-3-furyl}-3-methylbutoxy)benzoic acid), CNCCC(=O)OCC (ethyl 3-(methylamino)propanoate). The product is C(C)C=1OC(=CC1C(CC(C)C)OC1=CC=C(C(=O)N(CCC(=O)O)C)C=C1)C1=CC=C(C=C1)C(F)(F)F (3-{[4-(1-{2-ethyl-5-[4-(trifluoromethyl)phenyl]-3-furyl}-3-methylbutoxy)benzoyl](methyl)amino}propanoic acid). The yield is 95.3%. As a reaction SMILES: [CH2:1]([C:3]1[O:4][C:5]([C:23]2[CH:28]=[CH:27][C:26]([C:29]([F:32])([F:31])[F:30])=[CH:25][CH:24]=2)=[CH:6][C:7]=1[CH:8]([O:13][C:14]1[CH:22]=[CH:21][C:17]([C:18]([OH:20])=O)=[CH:16][CH:15]=1)[CH2:9][CH:10]([CH3:12])[CH3:11])[CH3:2].[CH3:33][NH:34][CH2:35][CH2:36][C:37]([O:39]CC)=[O:38]>>[CH2:1]([C:3]1[O:4][C:5]([C:23]2[CH:28]=[CH:27][C:26]([C:29]([F:32])([F:30])[F:31])=[CH:25][CH:24]=2)=[CH:6][C:7]=1[CH:8]([O:13][C:14]1[CH:22]=[CH:21][C:17]([C:18]([N:34]([CH3:33])[CH2:35][CH2:36][C:37]([OH:39])=[O:38])=[O:20])=[CH:16][CH:15]=1)[CH2:9][CH:10]([CH3:11])[CH3:12])[CH3:2]. Procedure: An operation similar to that in Example 1 (4) was performed using 4-(1-{2-ethyl-5-[4-(trifluoromethyl)phenyl]-3-furyl}-3-methylbutoxy)benzoic acid (179 mg) as well as ethyl 3-(methylamino)propanoate (67 mg) to give the title compound (203 mg, 99%) as an oil. The reactants are C1(=CC=CC=C1)C1NC(CCC1)C1=CC=CC=C1 (2,6-diphenylpiperidine), 16B, 1,4-but-2-enediol diacetate. The reagents and catalysts are C=1C=CC(=CC1)[P](C=2C=CC=CC2)(C=3C=CC=CC3)[Pd]([P](C=4C=CC=CC4)(C=5C=CC=CC5)C=6C=CC=CC6)([P](C=7C=CC=CC7)(C=8C=CC=CC8)C=9C=CC=CC9)[P](C=1C=CC=CC1)(C=1C=CC=CC1)C=1C=CC=CC1 (tetrakis(triphenylphosphine)palladium). Run in O1CCCC1 (tetrahydrofuran). Conditions: time 8 hour. The product is C1(=CC=CC=C1)C1N(C(CCC1)C1=CC=CC=C1)CC=CCN1C(CCCC1C1=CC=CC=C1)C1=CC=CC=C1 (1,4-Bis(2,6-diphenylpiperidin-1-yl)-2-butene). The yield is 61.0%. Reaction SMILES: [C:1]1([CH:7]2[CH2:12][CH2:11][CH2:10][CH:9]([C:13]3[CH:18]=[CH:17][CH:16]=[CH:15][CH:14]=3)[NH:8]2)[CH:6]=[CH:5][CH:4]=[CH:3][CH:2]=1>O1CCCC1.C1C=CC([P]([Pd]([P](C2C=CC=CC=2)(C2C=CC=CC=2)C2C=CC=CC=2)([P](C2C=CC=CC=2)(C2C=CC=CC=2)C2C=CC=CC=2)[P](C2C=CC=CC=2)(C2C=CC=CC=2)C2C=CC=CC=2)(C2C=CC=CC=2)C2C=CC=CC=2)=CC=1>[C:13]1([CH:9]2[CH2:10][CH2:11][CH2:12][CH:7]([C:1]3[CH:2]=[CH:3][CH:4]=[CH:5][CH:6]=3)[N:8]2[CH2:6][CH:1]=[CH:2][CH2:3][N:8]2[CH:9]([C:13]3[CH:14]=[CH:15][CH:16]=[CH:17][CH:18]=3)[CH2:10][CH2:11][CH2:12][CH:7]2[C:1]2[CH:2]=[CH:3][CH:4]=[CH:5][CH:6]=2)[CH:18]=[CH:17][CH:16]=[CH:15][CH:14]=1 |^1:27,29,48,67|. Procedure: A solution of 2,6-diphenylpiperidine [3.0 g, 12.6 mmol; prepared by the method of V. Baliah et al., Indian J. Chem., 16B, 1965 (1978)] and 1,4-but-2-enediol diacetate (1.1 g, 6.3 mmol) in tetrahydrofuran (20 ml, THF) is treated with tetrakis(triphenylphosphine)palladium (0) (0.65 g, 0.6 mmol) and stirred at room temperature overnight. The reaction mixture is concentrated in vacuo to a solid that is redissolved in THF (100 ml) and treated with 20% aqueous sodium hydroxide (25 ml). The mixture is ... Starting materials: FC(C1=NN(C(N1C1=C(C=C(C=C1)I)C)=S)C)(F)F (3-trifluoromethyl-4,5-dihydro-4-(4-iodo-2-methylphenyl)-1-methyl-1,2,4-triazol-5(1H)-thione), C[Si](C)(C)C#C (trimethylsilylacetylene). The reagents and catalysts are C1=CC=C(C=C1)P(C2=CC=CC=C2)C3=CC=CC=C3.C1=CC=C(C=C1)P(C2=CC=CC=C2)C3=CC=CC=C3.Cl[Pd]Cl (bis(triphenylphosphine)palladium (II) chloride), [Cu]I (copper (I) iodide). Run in C(C)#N (acetonitrile), C(C)N(CC)CC (triethylamine), C(Cl)(Cl)Cl (chloroform). Product: FC(C1=NN(C(N1C1=C(C=C(C=C1)C#C[Si](C)(C)C)C)=S)C)(F)F (3-trifluoromethyl-4,5-dihydro-1-methyl-4-(2-methyl-4-trimethylsilylethynylphenyl)-1,2,4-triazol-5(1H)-thione). Isolated yield 101.8%. RXN SMILES: [F:1][C:2]([F:19])([F:18])[C:3]1[N:7]([C:8]2[CH:13]=[CH:12][C:11](I)=[CH:10][C:9]=2[CH3:15])[C:6](=[S:16])[N:5]([CH3:17])[N:4]=1.[CH3:20][Si:21]([C:24]#[CH:25])([CH3:23])[CH3:22]>C(#N)C.C(N(CC)CC)C.C(Cl)(Cl)Cl.C1C=CC(P(C2C=CC=CC=2)C2C=CC=CC=2)=CC=1.C1C=CC(P(C2C=CC=CC=2)C2C=CC=CC=2)=CC=1.Cl[Pd]Cl.[Cu]I>[F:1][C:2]([F:19])([F:18])[C:3]1[N:7]([C:8]2[CH:13]=[CH:12][C:11]([C:25]#[C:24][Si:21]([CH3:23])([CH3:22])[CH3:20])=[CH:10][C:9]=2[CH3:15])[C:6](=[S:16])[N:5]([CH3:17])[N:4]=1 |f:5.6.7|. Procedure details: To a stirred mixture of 5.00 g (0.0125 mole) of 3-trifluoromethyl-4,5-dihydro-4-(4-iodo-2-methylphenyl)-1-methyl-1,2,4-triazol-5(1H)-thione and 2.46 g (0.0250 mole) of trimethylsilylacetylene in 20 ml of acetonitrile and 100 ml of triethylamine was added 0.0880 g (0.000125 mole) of bis(triphenylphosphine)palladium (II) chloride and 0.048 g (0.00025 mole) of copper (I) iodide. The reaction mixture was heated at reflux for approximately 18 hours. The solvents were removed from the reaction mixture... Starting materials: C(CC)N(CCC)CC1=CC=C(C=C1)NC(C1=CC=C(C=C1)CN(CC=1N(C=CN1)CCOCOC)CC=1NC=CN1)=O (N-(4-dipropylaminomethylphenyl)-4-({(1H-imidazol-2-ylmethyl)-[1-(2-methoxymethoxyethyl)-1H-imidazol-2-ylmethyl]-amino}-methyl)-benzamide), Cl (hydrochloric acid). Solvent: CO (methanol). The product is C(CC)N(CCC)CC1=CC=C(C=C1)NC(C1=CC=C(C=C1)CN(CC=1NC=CN1)CC=1N(C=CN1)CCO)=O (N-(4-dipropylaminomethylphenyl)-4-({[1-(2-hydroxyethyl)-1H-imidazol-2-ylmethyl]-(1H-imidazol-2-ylmethyl)-amino}-methyl)-benzamide). Reaction SMILES: [CH2:1]([N:4]([CH2:8][C:9]1[CH:14]=[CH:13][C:12]([NH:15][C:16](=[O:43])[C:17]2[CH:22]=[CH:21][C:20]([CH2:23][N:24]([CH2:37][C:38]3[NH:39][CH:40]=[CH:41][N:42]=3)[CH2:25][C:26]3[N:27]([CH2:31][CH2:32][O:33]COC)[CH:28]=[CH:29][N:30]=3)=[CH:19][CH:18]=2)=[CH:11][CH:10]=1)[CH2:5][CH2:6][CH3:7])[CH2:2][CH3:3].Cl>CO>[CH2:1]([N:4]([CH2:8][C:9]1[CH:10]=[CH:11][C:12]([NH:15][C:16](=[O:43])[C:17]2[CH:22]=[CH:21][C:20]([CH2:23][N:24]([CH2:25][C:26]3[N:27]([CH2:31][CH2:32][OH:33])[CH:28]=[CH:29][N:30]=3)[CH2:37][C:38]3[NH:39][CH:40]=[CH:41][N:42]=3)=[CH:19][CH:18]=2)=[CH:13][CH:14]=1)[CH2:5][CH2:6][CH3:7])[CH2:2][CH3:3]. Reported procedure: The compound (60.0 mg) obtained in Example 92-3 was dissolved in methanol (5.0 ml) and then added with 1 mol/l hydrochloric acid (1.5 ml). The solution was concentrated and dried under reduced pressure, thereby obtaining hydrochloride (80.0 mg) of the subject compound as a white solid. Starting materials: CCOc1cc(Br)ccc1-c1nc2c(c(C3CCCCC3)nn2C)c(=O)[nH]1, COCCN. The product is CCOc1cc(NCCOC)ccc1-c1nc2c(c(C3CCCCC3)nn2C)c(=O)[nH]1. As a reaction SMILES: [Br:1][c:2]1[cH:3][c:4]([O:25][CH2:26][CH3:27])[c:5](-[c:8]2[nH:9][c:10](=[O:24])[c:11]3[c:12]([n:13]2)[n:14]([CH3:23])[n:15][c:16]3[CH:17]2[CH2:18][CH2:19][CH2:20][CH2:21][CH2:22]2)[cH:6][cH:7]1.[CH3:28][O:29][CH2:30][CH2:31][NH2:32]>>[c:2]1([NH:32][CH2:31][CH2:30][O:29][CH3:28])[cH:3][c:4]([O:25][CH2:26][CH3:27])[c:5](-[c:8]2[nH:9][c:10](=[O:24])[c:11]3[c:12]([n:13]2)[n:14]([CH3:23])[n:15][c:16]3[CH:17]2[CH2:18][CH2:19][CH2:20][CH2:21][CH2:22]2)[cH:6][cH:7]1. Starting materials: C(C)(C)(C)OC(=O)N1CC(C(CC1)C1=CC=C(C=C1)CC(=O)O)OCC1=CC2=CC=CC=C2C=C1 ((3RS,4RS)-[4-(1-tert-butoxycarbonyl-3-naphthalen-2-ylmethoxy-piperidin-4-yl)-phenyl]-acetic acid), [N+](=[N-])=C (diazomethane). The solvent is C(Cl)Cl (methylene chloride). Conditions: time 2 hour. Product: COC(=O)CC1=CC=C(C=C1)C1C(CN(CC1)C(=O)OC(C)(C)C)OCC1=CC2=CC=CC=C2C=C1 (tert-butyl (3RS,4RS)-4-(4-methoxycarbonylmethyl-phenyl)-3-(naphthalen-2-ylmethoxy)-piperidine-1-carboxylate). Reaction SMILES: [C:1]([O:5][C:6]([N:8]1[CH2:13][CH2:12][CH:11]([C:14]2[CH:19]=[CH:18][C:17]([CH2:20][C:21]([OH:23])=[O:22])=[CH:16][CH:15]=2)[CH:10]([O:24][CH2:25][C:26]2[CH:35]=[CH:34][C:33]3[C:28](=[CH:29][CH:30]=[CH:31][CH:32]=3)[CH:27]=2)[CH2:9]1)=[O:7])([CH3:4])([CH3:3])[CH3:2].[N+](=[CH2:38])=[N-]>C(Cl)Cl>[CH3:38][O:22][C:21]([CH2:20][C:17]1[CH:16]=[CH:15][C:14]([CH:11]2[CH2:12][CH2:13][N:8]([C:6]([O:5][C:1]([CH3:4])([CH3:2])[CH3:3])=[O:7])[CH2:9][CH:10]2[O:24][CH2:25][C:26]2[CH:35]=[CH:34][C:33]3[C:28](=[CH:29][CH:30]=[CH:31][CH:32]=3)[CH:27]=2)=[CH:19][CH:18]=1)=[O:23]. Procedure: A solution of 100 mg (0.21 mmol) of (3RS,4RS)-[4-(1-tert-butoxycarbonyl-3-naphthalen-2-ylmethoxy-piperidin-4-yl)-phenyl]-acetic acid in 5 ml of methylene chloride was treated with 1 ml of ethereal diazomethane solution at room temperature and stirred for a further 2 hours. The reaction solution was evaporated under reduced pressure and the tert-butyl (3RS,4RS)-4-(4-methoxycarbonylmethyl-phenyl)-3-(naphthalen-2-ylmethoxy)-piperidine-1-carboxylate, Rf : 0.5 (hexane:ethyl acetate=2:1), obtained in ... Reactants: Br.BrCC1=CC=NC=C1 (4-(bromomethyl)pyridine hydrobromide), N1C=NC=C1 (imidazole), C(=O)([O-])[O-].[K+].[K+] (K2CO3). Solvent: CN(C)C=O (DMF). The product is N1(C=NC=C1)CC1=CC=NC=C1 (4-Imidazol-1-ylmethyl-pyridine). Reaction SMILES: Br.Br[CH2:3][C:4]1[CH:9]=[CH:8][N:7]=[CH:6][CH:5]=1.[NH:10]1[CH:14]=[CH:13][N:12]=[CH:11]1.C([O-])([O-])=O.[K+].[K+]>CN(C=O)C>[N:10]1([CH2:3][C:4]2[CH:9]=[CH:8][N:7]=[CH:6][CH:5]=2)[CH:14]=[CH:13][N:12]=[CH:11]1 |f:0.1,3.4.5|. Procedure: Synthesized from 4-(bromomethyl)pyridine hydrobromide (500 mg, 1.97 mmol), imidazole (538 mg, 7.90 mmol) and K2CO3 (1.36 g, 9.85 mmol) in DMF according to Method B. Yield: 212 mg, 1.35 mmol, 68%. 1H NMR (CDCl3, 500 MHz): δH (ppm): 5.16 (s, 2H), 6.91 (s, 1H), 7.01 (d, J=6.3 Hz, 2H), 7.14 (s, 1H), 7.69 (s, 1H), 8.57 (d, J=6.3 Hz, 2H); 13C NMR (CDCl3, 125 MHz): δC (ppm)=49.4, 119.3, 121.4, 130.3, 147.6, 145.2, 150.4; MS (ESI): m/z=160.08 [M+H]+.